Dataset: the Open Reaction Database (ORD), a public repository of structured organic reaction records. Task: describe an organic reaction: reactants, conditions, products, and yield The reactants are OCC(c1ccc(Cl)cc1)c1ccc(Cl)cc1, ClCCl, [Na+], [OH-]. Yields the product O=CC(c1ccc(Cl)cc1)c1ccc(Cl)cc1. Reaction SMILES: [Cl:1][c:2]1[cH:3][cH:4][c:5]([CH:8]([CH2:9][OH:10])[c:11]2[cH:12][cH:13][c:14]([Cl:17])[cH:15][cH:16]2)[cH:6][cH:7]1.[Cl:20][CH2:21][Cl:22].[Na+:19].[OH-:18]>>[Cl:1][c:2]1[cH:3][cH:4][c:5]([CH:8]([CH:9]=[O:10])[c:11]2[cH:12][cH:13][c:14]([Cl:17])[cH:15][cH:16]2)[cH:6][cH:7]1.